describe an organic reaction: reactants, conditions, products, and yield From a dataset of the Open Reaction Database (ORD), a public repository of structured organic reaction records. The reactants are C, CC(=O)[O-], CO, Clc1nc2c(s1)CC1(CC2)OCCO1, [Na+], [Pd]. Yields the product c1nc2c(s1)CC1(CC2)OCCO1. RXN SMILES: [C:22].[CH3:16][C:17](=[O:18])[O-:19].[CH3:20][OH:21].[Cl:1][c:2]1[s:3][c:4]2[c:5]([n:6]1)[CH2:7][CH2:8][C:9]1([CH2:10]2)[O:11][CH2:12][CH2:13][O:14]1.[Na+:15].[Pd:23]>>[cH:2]1[s:3][c:4]2[c:5]([n:6]1)[CH2:7][CH2:8][C:9]1([CH2:10]2)[O:11][CH2:12][CH2:13][O:14]1. Starting materials: OC1=C(C(OC1=O)CCC(=O)O)C1=CC=CC=C1 (3-(4-hydroxy-5-oxo-3-phenyl2,5-dihydro-2-furyl)propionic acid), S(O)(O)(=O)=O (sulfuric acid), O (water), ClCCl (dichloromethane). The solvent is CO (methanol). Conditions: time 3 hour. Yields the product OC1=C(C(OC1=O)CCC(=O)OC)C1=CC=CC=C1 (methyl 3-(4-hydroxy-5-oxo-3-phenyl-2,5-dihydro-2-furyl)propionate). RXN SMILES: [OH:1][C:2]1[C:6](=[O:7])[O:5][CH:4]([CH2:8][CH2:9][C:10]([OH:12])=[O:11])[C:3]=1[C:13]1[CH:18]=[CH:17][CH:16]=[CH:15][CH:14]=1.S(=O)(=O)(O)O.O.Cl[CH2:26]Cl>CO>[OH:1][C:2]1[C:6](=[O:7])[O:5][CH:4]([CH2:8][CH2:9][C:10]([O:12][CH3:26])=[O:11])[C:3]=1[C:13]1[CH:18]=[CH:17][CH:16]=[CH:15][CH:14]=1. Procedure: To a solution of 3-(4-hydroxy-5-oxo-3-phenyl2,5-dihydro-2-furyl)propionic acid (3.85 g) in dry methanol (60 ml) was added conc. sulfuric acid (3.8 ml) in one portion at 5° C. After stirring for 3 hours at ° C., the mixture was poured into a mixture of water (100 ml) and dichloromethane (50 ml). The aqueous layer was extracted with dichloromethane (50 ml) once again. The combined organic layers were washed with water three times, dried, and evaporated to dryness. To the residue was added diethyl ... The reactants are COC1=CC=C(C=C1)C1=CC(=NN1C1=CC=CC=C1)CCC=O (3-(5-(4-methoxyphenyl)-1-phenyl-1H-pyrazol-3-yl)propanal), [BH-](OC(=O)C)(OC(=O)C)OC(=O)C.[Na+] (NaBH(OAc)3), COC1=CC=C(C=C1)N1CCNCC1 (1-(4-methoxyphenyl)piperazine), CCN(C(C)C)C(C)C (DIPEA). Product: COC1=CC=C(C=C1)N1CCN(CC1)CCCC1=NN(C(=C1)C1=CC=C(C=C1)OC)C1=CC=CC=C1 (1-(4-methoxyphenyl)-4-(3-(5-(4-methoxyphenyl)-1-phenyl-1H-pyrazol-3-yl)propyl)piperazine). Reaction SMILES: [CH3:1][O:2][C:3]1[CH:8]=[CH:7][C:6]([C:9]2[N:13]([C:14]3[CH:19]=[CH:18][CH:17]=[CH:16][CH:15]=3)[N:12]=[C:11]([CH2:20][CH2:21][CH:22]=O)[CH:10]=2)=[CH:5][CH:4]=1.[CH3:24][O:25][C:26]1[CH:31]=[CH:30][C:29]([N:32]2[CH2:37][CH2:36][NH:35][CH2:34][CH2:33]2)=[CH:28][CH:27]=1.CCN(C(C)C)C(C)C.[BH-](OC(C)=O)(OC(C)=O)OC(C)=O.[Na+]>>[CH3:24][O:25][C:26]1[CH:27]=[CH:28][C:29]([N:32]2[CH2:37][CH2:36][N:35]([CH2:22][CH2:21][CH2:20][C:11]3[CH:10]=[C:9]([C:6]4[CH:7]=[CH:8][C:3]([O:2][CH3:1])=[CH:4][CH:5]=4)[N:13]([C:14]4[CH:19]=[CH:18][CH:17]=[CH:16][CH:15]=4)[N:12]=3)[CH2:34][CH2:33]2)=[CH:30][CH:31]=1 |f:3.4|. Reported procedure: 81 mg (64%) of target compound was obtained by using a method same as in Example 1 by using 3-(5-(4-methoxyphenyl)-1-phenyl-1H-pyrazol-3-yl)propanal (75 mg, 0.245 mmol), 1-(4-methoxyphenyl)piperazine (47 mg, 0.245 mmol), DIPEA (0.064 mL, 0.368 mmol) and NaBH(OAc)3 (156 mg, 0.735 mmol). As a reaction SMILES: C(O[C:6](=O)[N:7](C)[C@@H:8]([C:20](=[O:31])[N:21]([CH3:30])[CH2:22][CH2:23][C:24]1[CH:29]=[CH:28][CH:27]=[CH:26][CH:25]=1)[CH2:9][C:10]1[CH:19]=[CH:18][C:17]2[C:12](=[CH:13][CH:14]=[CH:15][CH:16]=2)[CH:11]=1)(C)(C)C.FC(F)(F)C(O)=O>ClCCl>[CH3:30][N:21]([CH2:22][CH2:23][C:24]1[CH:29]=[CH:28][CH:27]=[CH:26][CH:25]=1)[C:20](=[O:31])[C@H:8]([NH:7][CH3:6])[CH2:9][C:10]1[CH:19]=[CH:18][C:17]2[C:12](=[CH:13][CH:14]=[CH:15][CH:16]=2)[CH:11]=1. Run in ClCCl (dichloromethane). Run at temperature 0 celsius, time 10 minute. The reactants are C(C)(C)(C)OC(N([C@H](CC1=CC2=CC=CC=C2C=C1)C(N(CCC1=CC=CC=C1)C)=O)C)=O (N-Methyl-N-((1R)-1-(N-methyl-N-phenethylcarbamoyl)-2-(2-naphthyl)ethyl)carbamic acid tert-butylester), FC(C(=O)O)(F)F (Trifluoroacetic acid). Product: CN(C([C@@H](CC1=CC2=CC=CC=C2C=C1)NC)=O)CCC1=CC=CC=C1 ((2R)-2-(methylamino)-3-(2-naphthyl)propionic acid N-methyl-N-phenethylamide). Yield: 24.5%. Reported procedure: N-Methyl-N-((1R)-1-(N-methyl-N-phenethylcarbamoyl)-2-(2-naphthyl)ethyl)carbamic acid tert-butylester (1.84 g, 4.12 mmol) was dissolved in dichloromethane (6 ml). The solution was cooled to 0° C. Trifluoroacetic acid (6 ml) was added. The solution was stirred for 10 min at 0° C. The solvent was removed in vacuo at 20° C. The residue was dissolved in dichloromethane (100 ml) and the solvent was removed in vacuo. This latter procedure was repeated two times. The crude product was purified by flash ... The reactants are C1CCOC1, CN, CSc1ncc2cc(-c3cc(NC(=O)Nc4cc(C(C)C)no4)c(F)cc3C)c(=O)n(C)c2n1. Yields the product CNc1ncc2cc(-c3cc(NC(=O)Nc4cc(C(C)C)no4)c(F)cc3C)c(=O)n(C)c2n1. As a reaction SMILES: [CH2:37]1[O:38][CH2:39][CH2:40][CH2:41]1.[CH3:35][NH2:36].[F:1][c:2]1[c:3]([NH:23][C:24](=[O:25])[NH:26][c:27]2[cH:28][c:29]([CH:32]([CH3:33])[CH3:34])[n:30][o:31]2)[cH:4][c:5](-[c:9]2[cH:10][c:11]3[c:12]([n:13][c:14]([S:17][CH3:18])[n:15][cH:16]3)[n:19]([CH3:22])[c:20]2=[O:21])[c:6]([CH3:8])[cH:7]1>>[F:1][c:2]1[c:3]([NH:23][C:24](=[O:25])[NH:26][c:27]2[cH:28][c:29]([CH:32]([CH3:33])[CH3:34])[n:30][o:31]2)[cH:4][c:5](-[c:9]2[cH:10][c:11]3[c:12]([n:13][c:14]([NH:36][CH3:35])[n:15][cH:16]3)[n:19]([CH3:22])[c:20]2=[O:21])[c:6]([CH3:8])[cH:7]1.